This data is from the Open Reaction Database (ORD), a public repository of structured organic reaction records. The task is: describe an organic reaction: reactants, conditions, products, and yield Starting materials: C(#N)[C@]1([C@H](C[C@@H](O1)N1C(=O)NC(=O)C=C1)O)COC(C)=O (2'-deoxy-4'-cyano-5'-O-acetyl uridine), C(C)(=O)OC(C)=O (acetic anhydride). The solvent is N1=CC=CC=C1 (pyridine). Reported procedure: A solution of 2'-deoxy-4'-cyano-5'-O-acetyl uridine (24 mg, 0.08 mM) and acetic anhydride (20μl) in pyridine (0.2 ml) was stirred at room temperature for 5 h. The solvent was removed by evaporation and the residue was chromatographed on silica gel eluting with 5% CH3OH/CH2Cl2 to give 2'-deoxy-4'-cyano-3'O,5'O-diacetyl uridine (23 mg, 0.07 mM). Accurate Mass Calcd. for C14H15N3O7 : 337.0910. Found: 337.0911 Product: C(#N)[C@]1([C@H](C[C@@H](O1)N1C(=O)NC(=O)C=C1)OC(C)=O)COC(C)=O (2'-deoxy-4'-cyano-3'O,5'O-diacetyl uridine). Reaction SMILES: [C:1]([C@:3]1([CH2:17][O:18][C:19](=[O:21])[CH3:20])[O:7][C@@H:6]([N:8]2[CH:15]=[CH:14][C:12](=[O:13])[NH:11][C:9]2=[O:10])[CH2:5][C@@H:4]1[OH:16])#[N:2].[C:22](OC(=O)C)(=[O:24])[CH3:23]>N1C=CC=CC=1>[C:1]([C@:3]1([CH2:17][O:18][C:19](=[O:21])[CH3:20])[O:7][C@@H:6]([N:8]2[CH:15]=[CH:14][C:12](=[O:13])[NH:11][C:9]2=[O:10])[CH2:5][C@@H:4]1[O:16][C:22](=[O:24])[CH3:23])#[N:2]. The reactants are C(C1=CC=CC=C1)Br (benzyl bromide), N([C@@H](CCSC)C(=O)N[C@@H](C)C(=O)N[C@@H](CC(C)C)C(=O)O)C(=O)OCC1C2=CC=CC=C2C2=CC=CC=C12 (Fmoc-Met-Ala-Leu), CN(C)C=O (DMF), C([O-])([O-])=O.[Cs+].[Cs+] (cesium carbonate), tripeptide. The solvent is O (water). Product: N([C@@H](CCSC)C(=O)N[C@@H](C)C(=O)N[C@@H](CC(C)C)C(=O)OCC1=CC=CC=C1)C(=O)OCC1C2=CC=CC=C2C2=CC=CC=C12 (Fmoc-Met-Ala-Leu-OBn). Reaction SMILES: [NH:1]([C:23]([O:25][CH2:26][CH:27]1[C:39]2[C:34](=[CH:35][CH:36]=[CH:37][CH:38]=2)[C:33]2[C:28]1=[CH:29][CH:30]=[CH:31][CH:32]=2)=[O:24])[C@H:2]([C:7]([NH:9][C@H:10]([C:12]([NH:14][C@H:15]([C:20]([OH:22])=[O:21])[CH2:16][CH:17]([CH3:19])[CH3:18])=[O:13])[CH3:11])=[O:8])[CH2:3][CH2:4][S:5][CH3:6].CN(C=O)C.[CH2:45](Br)[C:46]1[CH:51]=[CH:50][CH:49]=[CH:48][CH:47]=1.C(=O)([O-])[O-].[Cs+].[Cs+]>O>[NH:1]([C:23]([O:25][CH2:26][CH:27]1[C:28]2[C:33](=[CH:32][CH:31]=[CH:30][CH:29]=2)[C:34]2[C:39]1=[CH:38][CH:37]=[CH:36][CH:35]=2)=[O:24])[C@H:2]([C:7]([NH:9][C@H:10]([C:12]([NH:14][C@H:15]([C:20]([O:22][CH2:45][C:46]1[CH:51]=[CH:50][CH:49]=[CH:48][CH:47]=1)=[O:21])[CH2:16][CH:17]([CH3:19])[CH3:18])=[O:13])[CH3:11])=[O:8])[CH2:3][CH2:4][S:5][CH3:6] |f:3.4.5|. Procedure: The Fmoc-Met-Ala-Leu (SEQ ID NO: 3) is added into a round bottom flask with DMF and a magnetic stirrer. After the tripeptide is dissolved, benzyl bromide, followed by cesium carbonate, is added to the solution with stirring. The reaction mixture is stirred at room temperature for 1.5 hrs. Then, the reaction mixture is slowly poured into a flask with iced water. The precipitate is collected by suction filtration. The product, Fmoc-Met-Ala-Leu-OBn (SEQ ID NO: 3), is washed with water and placed in...